From a dataset of the Open Reaction Database (ORD), a public repository of structured organic reaction records. describe an organic reaction: reactants, conditions, products, and yield Reaction SMILES: Cl[C:2]1[N:7]=[C:6]([N:8]2[C:12]3[CH:13]=[CH:14][CH:15]=[CH:16][C:11]=3[N:10]=[C:9]2[CH:17]([F:19])[F:18])[N:5]=[C:4]([N:20]2[CH2:25][CH2:24][O:23][CH2:22][CH2:21]2)[N:3]=1.[NH:26]1[CH2:31][CH2:30][NH:29][CH2:28][CH2:27]1.CC(C)=O>O>[F:18][CH:17]([F:19])[C:9]1[N:8]([C:6]2[N:5]=[C:4]([N:20]3[CH2:25][CH2:24][O:23][CH2:22][CH2:21]3)[N:3]=[C:2]([N:26]3[CH2:31][CH2:30][NH:29][CH2:28][CH2:27]3)[N:7]=2)[C:12]2[CH:13]=[CH:14][CH:15]=[CH:16][C:11]=2[N:10]=1. The reactants are ClC1=NC(=NC(=N1)N1C(=NC2=C1C=CC=C2)C(F)F)N2CCOCC2 (6-chloro-2-(2-difluoromethylbenzimidazol-1-yl)-4-morpholino-1,3,5-triazine), N1CCNCC1 (piperazine), CC(=O)C (acetone). The yield is 93.0%. Product: FC(C1=NC2=C(N1C1=NC(=NC(=N1)N1CCOCC1)N1CCNCC1)C=CC=C2)F (2-(2-difluoromethylbenzimidazol-1-yl)-4-morpholino-6-(piperazin-1-yl)-1,3,5-triazine). Procedure details: For example, a mixture of 6-chloro-2-(2-difluoromethylbenzimidazol-1-yl)-4-morpholino-1,3,5-triazine (3.66 g, 10 mmol), piperazine (3.45 g, 40 mmol), and acetone (50 ml) was stirred at room temperature for 16 hours. The reaction mixture was poured into water, and precipitated crystals were filtered, and washed with methanol to afford 2-(2-difluoromethylbenzimidazol-1-yl)-4-morpholino-6-(piperazin-1-yl)-1,3,5-triazine (3.87 g, 9.3 mmol) in a yield of 93% as colorless crystals. Run at time 16 hour. The solvent is O (water). Starting materials: CC1NCCC1(C)O, N#Cc1c(F)cc(F)cc1F, [Li+], [Li+], O=C([O-])[O-]. The product is CC1N(c2cc(F)c(C#N)c(F)c2)CCC1(C)O. As a reaction SMILES: [CH3:1][CH:2]1[NH:3][CH2:4][CH2:5][C:6]1([OH:7])[CH3:8].[F:9][c:10]1[c:11]([C:12]#[N:13])[c:14]([F:19])[cH:15][c:16]([F:18])[cH:17]1.[Li+:20].[Li+:21].[O-:22][C:23](=[O:24])[O-:25]>>[CH3:1][CH:2]1[N:3]([c:16]2[cH:15][c:14]([F:19])[c:11]([C:12]#[N:13])[c:10]([F:9])[cH:17]2)[CH2:4][CH2:5][C:6]1([OH:7])[CH3:8]. RXN SMILES: [Al+3:22].[CH2:30]([Cl:31])[Cl:32].[CH:25]([Cl:26])([Cl:27])[Cl:28].[Cl-:21].[Cl-:23].[Cl-:24].[Cl:16][CH:17]([O:19][CH3:18])[Cl:20].[OH2:29].[s:1]1[cH:2][cH:3][c:4]2[c:5]1[O:6][c:7]1[c:8]([cH:12][cH:13][cH:14][cH:15]1)[NH:9][C:10]2=[O:11]>>[s:1]1[c:2]([CH:17]=[O:19])[cH:3][c:4]2[c:5]1[O:6][c:7]1[c:8]([cH:12][cH:13][cH:14][cH:15]1)[NH:9][C:10]2=[O:11]. The product is O=Cc1cc2c(s1)Oc1ccccc1NC2=O. The reactants are [Al+3], ClCCl, ClC(Cl)Cl, [Cl-], [Cl-], [Cl-], COC(Cl)Cl, O, O=C1Nc2ccccc2Oc2sccc21. The reactants are Cc1ccccc1, OCC1CC1, CC(C)(C)OC(=O)N1CCOc2nc(Cl)ccc2C1, [H-], [Na+], O=C(C=Cc1ccccc1)C=Cc1ccccc1, O=C(C=Cc1ccccc1)C=Cc1ccccc1, O=C(C=Cc1ccccc1)C=Cc1ccccc1, O, [Pd], [Pd], c1ccc(P(c2ccccc2)c2ccc3ccccc3c2-c2c(P(c3ccccc3)c3ccccc3)ccc3ccccc23)cc1. Product: CC(C)(C)OC(=O)N1CCOc2nc(OCC3CC3)ccc2C1. RXN SMILES: [CH3:73][c:74]1[cH:75][cH:76][cH:77][cH:78][cH:79]1.[CH:1]1([CH2:4][OH:5])[CH2:2][CH2:3]1.[Cl:8][c:9]1[cH:10][cH:11][c:12]2[c:18]([n:19]1)[O:17][CH2:16][CH2:15][N:14]([C:20](=[O:21])[O:22][C:23]([CH3:24])([CH3:25])[CH3:26])[CH2:13]2.[H-:6].[Na+:7].[O:100]=[C:101]([CH:102]=[CH:103][c:104]1[cH:105][cH:106][cH:107][cH:108][cH:109]1)[CH:110]=[CH:111][c:112]1[cH:113][cH:114][cH:115][cH:116][cH:117]1.[O:118]=[C:119]([CH:120]=[CH:121][c:122]1[cH:123][cH:124][cH:125][cH:126][cH:127]1)[CH:128]=[CH:129][c:130]1[cH:131][cH:132][cH:133][cH:134][cH:135]1.[O:82]=[C:83]([CH:84]=[CH:85][c:86]1[cH:87][cH:88][cH:89][cH:90][cH:91]1)[CH:92]=[CH:93][c:94]1[cH:95][cH:96][cH:97][cH:98][cH:99]1.[OH2:136].[Pd:80].[Pd:81].[cH:27]1[cH:28][cH:29][c:30]([P:31]([c:32]2[cH:33][cH:34][c:35]3[c:36]([cH:37][cH:38][cH:39][cH:40]3)[c:41]2-[c:42]2[c:43]3[c:44]([cH:45][cH:46][cH:47][cH:48]3)[cH:49][cH:50][c:51]2[P:52]([c:53]2[cH:54][cH:55][cH:56][cH:57][cH:58]2)[c:59]2[cH:60][cH:61][cH:62][cH:63][cH:64]2)[c:65]2[cH:66][cH:67][cH:68][cH:69][cH:70]2)[cH:71][cH:72]1>>[CH:1]1([CH2:4][O:5][c:9]2[cH:10][cH:11][c:12]3[c:18]([n:19]2)[O:17][CH2:16][CH2:15][N:14]([C:20](=[O:21])[O:22][C:23]([CH3:24])([CH3:25])[CH3:26])[CH2:13]3)[CH2:2][CH2:3]1. Starting materials: CN1C(=CC=N1)N, CC1=CN=C(N=C1C2=CN3C[C@H](N(C(=O)C3=N2)CC4=CC(=C(C=C4)F)F)COC)Cl. The reagents and catalysts are C(=O)([O-])[O-].[Cs+].[Cs+], CN(C)C1=CC=CC=C1C2=CC=CC=C2P(C3CCCCC3)C4CCCCC4, C1=CC=C(C=C1)/C=C/C(=O)/C=C/C2=CC=CC=C2.C1=CC=C(C=C1)/C=C/C(=O)/C=C/C2=CC=CC=C2.C1=CC=C(C=C1)/C=C/C(=O)/C=C/C2=CC=CC=C2.[Pd].[Pd]. The solvent is CC1CCCO1. Conditions: temperature 80 celsius. The product is CC1=CN=C(N=C1C2=CN3C[C@H](N(C(=O)C3=N2)CC4=CC(=C(C=C4)F)F)COC)NC5=CC=NN5C. The yield is 55.0%. Procedure: 2016-05-18  **time  temp comment**  1  14:20 21 (S)-2-(2-chloro-5-methylpyrimidin-4-yl)-7-(3,4-difluorobenzyl)-6-(methoxymethyl)-6,7-dihydroimidazo[1,2-a]pyrazin-8(5H)-one (2.2 g, 5.07 mmol), 1-methyl-1H-pyrazol-5-amine (0.754 g, 7.61 mmol) and cesium carbonate (3.30 g, 10.14 mmol) was charged to a 100mL reactor. 2-methyl tetrahydrofuran (1.2 L) and water (0.120 L) was charged. Degassed (6x vac/N2)  14:25 21 2'-(dicyclohexylphosphanyl)-N,N-dimethyl-[1,1'-biphenyl]-2-amine (dave phos) (0.160 g, 0... The reactants are BrC=1C(=CC2=C(C(=C(O2)C2=CC=C(C=C2)F)C(=O)OCC)C1)NS(=O)(=O)C (ethyl 5-bromo-2-(4-fluorophenyl)-6-(methylsulfonamido)benzofuran-3-carboxylate), O[Li].O (LiOH.H2O). The solvent is O1CCOCC1.O (dioxane H2O). Run at temperature 100 celsius, time 3 hour. Yields the product BrC=1C(=CC2=C(C(=C(O2)C2=CC=C(C=C2)F)C(=O)O)C1)NS(=O)(=O)C (5-bromo-2-(4-fluorophenyl)-6-(methylsulfonamido)benzofuran-3-carboxylic acid). Yield: 48.7%. RXN SMILES: [Br:1][C:2]1[C:3]([NH:23][S:24]([CH3:27])(=[O:26])=[O:25])=[CH:4][C:5]2[O:9][C:8]([C:10]3[CH:15]=[CH:14][C:13]([F:16])=[CH:12][CH:11]=3)=[C:7]([C:17]([O:19]CC)=[O:18])[C:6]=2[CH:22]=1.O[Li].O>O1CCOCC1.O>[Br:1][C:2]1[C:3]([NH:23][S:24]([CH3:27])(=[O:25])=[O:26])=[CH:4][C:5]2[O:9][C:8]([C:10]3[CH:15]=[CH:14][C:13]([F:16])=[CH:12][CH:11]=3)=[C:7]([C:17]([OH:19])=[O:18])[C:6]=2[CH:22]=1 |f:1.2,3.4|. Procedure details: To a solution of ethyl 5-bromo-2-(4-fluorophenyl)-6-(methylsulfonamido)benzofuran-3-carboxylate (53 g, 0.23 mol) in dioxane/H2O (5/1, 600 mL) was added LiOH.H2O (25 g, 1.17 mol), and the mixture was stirred at 100° C. for 3 hours. After concentrated, the resulting residue was dissolved in H2O, 1 N HCl was added until pH reached 3, and the mixture was extracted with EtOAc. The organic layer was washed with brine, dried over Na2SO4 and filtered. The solvent was removed to provide the product of 5-... Starting materials: C(C)(C)N(CC)C(C)C (Diisopropylethylamine), [N+](=O)([O-])C=1C=C2C(C(=O)OC2=O)=CC1 (4-nitrophthalic anhydride), Cl.C(C)OC([C@@H](N)CCC(=O)OCC)=O (L-glutamic acid diethyl ester hydrochloride). Solvent: C1(=CC=CC=C1)C (toluene), C(C)OCC (diethyl ether). Product: [N+](=O)([O-])C=1C=C2C(C(=O)N(C2=O)[C@H](C(=O)OCC)CCC(=O)OCC)=CC1 (diethyl(S)-2-(4-nitrophthalimido)glutarate). RXN SMILES: C(N(C(C)C)CC)(C)C.[N+:10]([C:13]1[CH:14]=[C:15]2[C:20](=[O:21])[O:19][C:17](=O)[C:16]2=[CH:22][CH:23]=1)([O-:12])=[O:11].Cl.[CH2:25]([O:27][C:28](=[O:38])[C@H:29]([CH2:31][CH2:32][C:33]([O:35][CH2:36][CH3:37])=[O:34])[NH2:30])[CH3:26]>C1(C)C=CC=CC=1.C(OCC)C>[N+:10]([C:13]1[CH:14]=[C:15]2[C:20](=[O:21])[N:30]([C@@H:29]([CH2:31][CH2:32][C:33]([O:35][CH2:36][CH3:37])=[O:34])[C:28]([O:27][CH2:25][CH3:26])=[O:38])[C:17](=[O:19])[C:16]2=[CH:22][CH:23]=1)([O-:12])=[O:11] |f:2.3|. Procedure details: Diisopropylethylamine (24 ml, 0.138 mole) (Aldrich) was added to a suspension of 4-nitrophthalic anhydride (25 g, 0.13 mole) (Tokyo Kasei) and L-glutamic acid diethyl ester hydrochloride (35 g, 0.146 mole) (Aldrich) in toluene (130 ml). The reaction mixture was stirred at reflux utilizing a Dean-Stark trap for 2.5 hours. After cooling, the solution was diluted with diethyl ether (300 ml), washed with water (75 ml), saturated NaHCO3 solution (50 ml), dried (MgSO4), and concentrated in vacuo at 70... The reactants are CC(=O)[O-], CC(=O)O, C[N+](=O)[O-], [NH4+], O=Cc1ccc(Nc2ccccc2)cc1. Yields the product O=[N+]([O-])C=Cc1ccc(Nc2ccccc2)cc1. Reaction SMILES: [CH3:21][C:22](=[O:23])[O-:24].[CH3:25][C:26](=[O:27])[OH:28].[N+:16](=[O:17])([O-:18])[CH3:19].[NH4+:20].[c:1]1([NH:7][c:8]2[cH:9][cH:10][c:11]([CH:12]=[O:13])[cH:14][cH:15]2)[cH:2][cH:3][cH:4][cH:5][cH:6]1>>[c:1]1([NH:7][c:8]2[cH:9][cH:10][c:11]([CH:12]=[CH:19][N+:16](=[O:17])[O-:18])[cH:14][cH:15]2)[cH:2][cH:3][cH:4][cH:5][cH:6]1. Reactants: BrCC(=O)Br (2-bromoacetyl bromide), C(C)NCC (diethylamine), COC1=C(C=CC=C1)NS(=O)(=O)C1=C(C=CC=C1)C (N-(2-methoxy-phenyl)-2-methyl-benzenesulfonamide). Product: C(C)N(C(CN(S(=O)(=O)C=1C(=CC=CC1)C)C1=C(C=CC=C1)OC)=O)CC (N,N-Diethyl-2-[(2-methoxy-phenyl)-(toluene-2-sulfonyl)-amino]-acetamide). As a reaction SMILES: Br[CH2:2][C:3](Br)=[O:4].[CH2:6]([NH:8][CH2:9][CH3:10])[CH3:7].[CH3:11][O:12][C:13]1[CH:18]=[CH:17][CH:16]=[CH:15][C:14]=1[NH:19][S:20]([C:23]1[CH:28]=[CH:27][CH:26]=[CH:25][C:24]=1[CH3:29])(=[O:22])=[O:21]>>[CH2:6]([N:8]([CH2:9][CH3:10])[C:3](=[O:4])[CH2:2][N:19]([C:14]1[CH:15]=[CH:16][CH:17]=[CH:18][C:13]=1[O:12][CH3:11])[S:20]([C:23]1[C:24]([CH3:29])=[CH:25][CH:26]=[CH:27][CH:28]=1)(=[O:22])=[O:21])[CH3:7]. Procedure details: prepared by reaction of 2-bromoacetyl bromide with diethylamine and N-(2-methoxy-phenyl)-2-methyl-benzenesulfonamide